From a dataset of the Open Reaction Database (ORD), a public repository of structured organic reaction records. describe an organic reaction: reactants, conditions, products, and yield Starting materials: FC=1C=C(C=CC1)O (3-fluorophenol), C(=O)([O-])[O-].[K+].[K+] (K2CO3), C1(=CC=CC=C1)C(N1CC(C1)S(=O)(=O)C)C1=CC=CC=C1 (1-(diphenylmethyl)-3-methane sulfonyl azetidine). The solvent is C(C)#N (acetonitrile). Reaction conditions: temperature 75 celsius. Product: C(C1=CC=CC=C1)(C1=CC=CC=C1)N1CC(C1)OC1=CC(=CC=C1)F (1-Benzhydryl-3-(3-Fluoro-phenoxy)-azetidine). Isolated yield 29.1%. Reaction SMILES: [F:1][C:2]1[CH:3]=[C:4]([OH:8])[CH:5]=[CH:6][CH:7]=1.C([O-])([O-])=O.[K+].[K+].[C:15]1([CH:21]([C:30]2[CH:35]=[CH:34][CH:33]=[CH:32][CH:31]=2)[N:22]2[CH2:25][CH:24](S(C)(=O)=O)[CH2:23]2)[CH:20]=[CH:19][CH:18]=[CH:17][CH:16]=1>C(#N)C>[CH:21]([N:22]1[CH2:25][CH:24]([O:8][C:4]2[CH:5]=[CH:6][CH:7]=[C:2]([F:1])[CH:3]=2)[CH2:23]1)([C:30]1[CH:31]=[CH:32][CH:33]=[CH:34][CH:35]=1)[C:15]1[CH:16]=[CH:17][CH:18]=[CH:19][CH:20]=1 |f:1.2.3|. Reported procedure: To a solution of 3.9 g (0.035 mol) of 3-fluorophenol in 250 mL of acetonitrile, was added 6.3 g (0.045 mol) of K2CO3 followed by 12.25 g (0.039 mol) of 1-(diphenylmethyl)-3-methane sulfonyl azetidine, prepared according to the procedure of Example 1a, Step 4. The reaction mixture was heated at 75° C. for 18 h. The solvent was removed under vacuo, and the residue was taken up in a mixture of ether and water. The aqueous layer was extracted with ether, the combined extracts were dried over magnesi... The reactants are COC(=O)C1=C(C=C2[C@H](CCSC2=C1)NC(=O)OC(C)(C)C)Cl ((S)-4-(tert-butoxycarbonylamino)-6-chlorothiochromane-7-carboxylic acid methyl ester), C([O-])([O-])=O.[K+].[K+] (potassium carbonate). Product: C(C)(C)(C)OC(=O)N[C@H]1CCSC2=CC(=C(C=C12)Cl)C(=O)O ((S)-4-(tert-butoxycarbonylamino)-6-chlorothiochromane-7-carboxylic acid). Yield: 87.1%. Reaction SMILES: C[O:2][C:3]([C:5]1[CH:14]=[C:13]2[C:8]([C@@H:9]([NH:15][C:16]([O:18][C:19]([CH3:22])([CH3:21])[CH3:20])=[O:17])[CH2:10][CH2:11][S:12]2)=[CH:7][C:6]=1[Cl:23])=[O:4].C(=O)([O-])[O-].[K+].[K+]>>[C:19]([O:18][C:16]([NH:15][C@@H:9]1[C:8]2[C:13](=[CH:14][C:5]([C:3]([OH:4])=[O:2])=[C:6]([Cl:23])[CH:7]=2)[S:12][CH2:11][CH2:10]1)=[O:17])([CH3:22])([CH3:20])[CH3:21] |f:1.2.3|. Procedure details: By a similar reaction operation as in Starting Material Synthetic Example 6 using (S)-4-(tert-butoxycarbonylamino)-6-chlorothiochromane-7-carboxylic acid methyl ester (1.10 g) and potassium carbonate (847 mg), the objective (S)-4-(tert-butoxycarbonylamino)-6-chlorothiochromane-7-carboxylic acid (921 mg) was obtained as colorless crystals. Starting materials: O=C(n1ccnc1)n1ccnc1, CN(C)CCCN, CCOCC, CO, CN(C)C=O, O=C(O)c1ccc(-c2nnc(-c3ccccc3)o2)cc1. Product: CN(C)CCCNC(=O)c1ccc(-c2nnc(-c3ccccc3)o2)cc1. As a reaction SMILES: [C:21]([n:22]1[cH:23][cH:24][n:25][cH:26]1)([n:27]1[cH:28][cH:29][n:30][cH:31]1)=[O:32].[CH3:33][N:34]([CH2:35][CH2:36][CH2:37][NH2:38])[CH3:39].[CH3:45][CH2:46][O:47][CH2:48][CH3:49].[CH3:50][OH:51].[O:40]=[CH:41][N:42]([CH3:43])[CH3:44].[c:1]1(-[c:7]2[n:8][n:9][c:10](-[c:12]3[cH:13][cH:14][c:15]([C:16](=[O:17])[OH:18])[cH:19][cH:20]3)[o:11]2)[cH:2][cH:3][cH:4][cH:5][cH:6]1>>[c:1]1(-[c:7]2[n:8][n:9][c:10](-[c:12]3[cH:13][cH:14][c:15]([C:16](=[O:18])[NH:38][CH2:37][CH2:36][CH2:35][N:34]([CH3:33])[CH3:39])[cH:19][cH:20]3)[o:11]2)[cH:2][cH:3][cH:4][cH:5][cH:6]1.